This data is from the Open Reaction Database (ORD), a public repository of structured organic reaction records. The task is: describe an organic reaction: reactants, conditions, products, and yield Reactants: C1CCOC1 (THF), Cl.FC=1C=C(C=C(C1)C(F)(F)F)CCN (2-(3-fluoro-5-trifluoromethyl-phenyl)-ethylamine hydrochloride), ClC1=C(C=C(C=C1)CC#N)C(F)(F)F ((4-chloro-3-trifluoromethyl-phenyl)-acetonitrile). The product is Cl.ClC1=C(C=C(C=C1)CCN)C(F)(F)F (2-(4-chloro-3-trifluoromethyl-phenyl)-ethylamine hydrochloride), solid. The yield is 40.0%. Reaction SMILES: Cl.FC1C=C(CCN)C=C(C(F)(F)F)C=1.[Cl:16][C:17]1[CH:22]=[CH:21][C:20]([CH2:23][C:24]#[N:25])=[CH:19][C:18]=1[C:26]([F:29])([F:28])[F:27].C1COCC1>>[ClH:16].[Cl:16][C:17]1[CH:22]=[CH:21][C:20]([CH2:23][CH2:24][NH2:25])=[CH:19][C:18]=1[C:26]([F:27])([F:28])[F:29] |f:0.1,4.5|. Reported procedure: The title compound was synthesized in analogy to 2-(3-fluoro-5-trifluoromethyl-phenyl)-ethylamine hydrochloride (described in example S1-B) from 3.188 g of crude (4-chloro-3-trifluoromethyl-phenyl)-acetonitrile (14.5 mmol) and 76 ml of a 1M borane-THF complex solution in THF (76 mmol). The product was obtained as a white solid (1.52 g, 40%). MS (ISP) 224.1 (M+H)+. Reactants: CCO, Cl, CCOC(=O)c1[nH]c2ccc(F)cc2c1C, [K+], [OH-], O. Product: Cc1c(C(=O)O)[nH]c2ccc(F)cc12. Reaction SMILES: [CH3:20][CH2:21][OH:22].[ClH:19].[F:1][c:2]1[cH:3][c:4]2[c:5]([CH3:16])[c:6]([C:11](=[O:12])[O:13][CH2:14][CH3:15])[nH:7][c:8]2[cH:9][cH:10]1.[K+:18].[OH-:17].[OH2:23]>>[F:1][c:2]1[cH:3][c:4]2[c:5]([CH3:16])[c:6]([C:11](=[O:12])[OH:13])[nH:7][c:8]2[cH:9][cH:10]1. Starting materials: suspension, OC1N(C(C2=CC=C(C=C12)S(=O)(=O)C)=O)CC(F)(F)F (3-hydroxy-5-methanesulfonyl-2-(2,2,2-trifluoro-ethyl)-2,3-dihydroisoindol-1-one), CC(OCC)=O (EA), [H-].[Na+] (NaH), C(C)OC(CP(=O)(OCC)OCC)=O ((diethoxy-phosphoryl)-acetic acid ethyl ester). Solvent: COCCOC (DME), COCCOC (DME). Run at time 1 hour. The product is C(C)OC(CC1N(C(C2=CC=C(C=C12)S(=O)(=O)C)=O)CC(F)(F)F)=O ([6-Methanesulfonyl-3-oxo-2-(2,2,2-trifluoro-ethyl)-2,3-dihydro-1H-isoindol-1-yl]-acetic acid ethyl ester). RXN SMILES: [H-].[Na+].[CH2:3]([O:5][C:6](=[O:16])[CH2:7]P(OCC)(OCC)=O)[CH3:4].O[CH:18]1[C:26]2[C:21](=[CH:22][CH:23]=[C:24]([S:27]([CH3:30])(=[O:29])=[O:28])[CH:25]=2)[C:20](=[O:31])[N:19]1[CH2:32][C:33]([F:36])([F:35])[F:34].CC(=O)OCC>COCCOC>[CH2:3]([O:5][C:6](=[O:16])[CH2:7][CH:18]1[C:26]2[C:21](=[CH:22][CH:23]=[C:24]([S:27]([CH3:30])(=[O:28])=[O:29])[CH:25]=2)[C:20](=[O:31])[N:19]1[CH2:32][C:33]([F:34])([F:36])[F:35])[CH3:4] |f:0.1|. Reported procedure: 0.56 g of a 60% suspension of NaH in mineral oil were suspended in 20 ml of DME. Afterwards, 2.8 ml of (diethoxy-phosphoryl)-acetic acid ethyl ester were added dropwise at ambient temperature and the mixture stirred for 1 h at that temperature. A solution prepared of 3-hydroxy-5-methanesulfonyl-2-(2,2,2-trifluoro-ethyl)-2,3-dihydroisoindol-1-one using 30 ml of DME was then added and the mixture was heated up to reflux. The mixture was refluxed for 4 h and then allowed to cool to ambient temperat... Starting materials: CC(C)(C)OC(=O)N1CCCC1CO, C1CCOC1, CCOC(=O)N=NC(=O)OCC, Oc1cccc2[nH]ccc12, c1ccc(P(c2ccccc2)c2ccccc2)cc1. Product: CC(C)(C)OC(=O)N1CCCC1COc1cccc2[nH]ccc12. RXN SMILES: [C:11]([CH3:12])([CH3:13])([CH3:14])[O:15][C:16](=[O:17])[N:18]1[CH:19]([CH2:23][OH:24])[CH2:20][CH2:21][CH2:22]1.[CH2:56]1[O:57][CH2:58][CH2:59][CH2:60]1.[O:44]=[C:45]([O:46][CH2:47][CH3:48])[N:49]=[N:50][C:51]([O:52][CH2:53][CH3:54])=[O:55].[OH:1][c:2]1[c:3]2[cH:4][cH:5][nH:6][c:7]2[cH:8][cH:9][cH:10]1.[c:25]1([P:26]([c:27]2[cH:28][cH:29][cH:30][cH:31][cH:32]2)[c:33]2[cH:34][cH:35][cH:36][cH:37][cH:38]2)[cH:39][cH:40][cH:41][cH:42][cH:43]1>>[O:1]([c:2]1[c:3]2[cH:4][cH:5][nH:6][c:7]2[cH:8][cH:9][cH:10]1)[CH2:23][CH:19]1[N:18]([C:16]([O:15][C:11]([CH3:12])([CH3:13])[CH3:14])=[O:17])[CH2:22][CH2:21][CH2:20]1. Starting materials: N#Cc1cc(Cl)cn1-c1ccc(CBr)cc1, CCCC(=O)Nc1nccc(C)c1[N+](=O)[O-], CS(C)=O, [H-], [Na+]. The product is CCCC(=O)N(Cc1ccc(-n2cc(Cl)cc2C#N)cc1)c1nccc(C)c1[N+](=O)[O-]. As a reaction SMILES: [Br:19][CH2:20][c:21]1[cH:22][cH:23][c:24](-[n:27]2[c:28]([C:33]#[N:34])[cH:29][c:30]([Cl:32])[cH:31]2)[cH:25][cH:26]1.[C:3]([CH2:4][CH2:5][CH3:6])(=[O:7])[NH:8][c:9]1[n:10][cH:11][cH:12][c:13]([CH3:18])[c:14]1[N+:15](=[O:16])[O-:17].[CH3:35][S:36](=[O:37])[CH3:38].[H-:1].[Na+:2]>>[C:3]([CH2:4][CH2:5][CH3:6])(=[O:7])[N:8]([c:9]1[n:10][cH:11][cH:12][c:13]([CH3:18])[c:14]1[N+:15](=[O:16])[O-:17])[CH2:20][c:21]1[cH:22][cH:23][c:24](-[n:27]2[c:28]([C:33]#[N:34])[cH:29][c:30]([Cl:32])[cH:31]2)[cH:25][cH:26]1. Reactants: CNC(NN)=S (4-methylthiosemicarbazide), C(C1=CC=CC=C1)(=O)Cl (benzoyl chloride), CC(=O)C (acetone), C1(=CC=CC=C1)C (toluene). Solvent: N1=CC=CC=C1 (pyridine). The product is C(C1=CC=CC=C1)(=O)N1N=C(SC1(C)C)NC (4-Benzoyl-5,5-dimethyl-2-methylamino-4,5-dihydro-1,3,4-thiadiazole). RXN SMILES: [CH3:1][NH:2][C:3](=[S:6])[NH:4][NH2:5].[CH3:7][C:8]([CH3:10])=O.C1(C)C=CC=CC=1.[C:18](Cl)(=[O:25])[C:19]1[CH:24]=[CH:23][CH:22]=[CH:21][CH:20]=1>N1C=CC=CC=1>[C:18]([N:5]1[C:8]([CH3:10])([CH3:7])[S:6][C:3]([NH:2][CH3:1])=[N:4]1)(=[O:25])[C:19]1[CH:24]=[CH:23][CH:22]=[CH:21][CH:20]=1. Procedure: A 42 g. portion of 4-methylthiosemicarbazide was reacted with 23.2 g. of acetone in 500 ml. of toluene as described in Example 1, except that the mixture was heated briefly to reflux, and then cooled to 70°, before 32 ml. of pyridine was added. Then the mixture was cooled to 20°, and 56.3 g. of benzoyl chloride was added. The reaction mixture was worked-up substantially as described in Example 1 to obtain 31.8 g. of the desired product, m.p. 130°-136°. Reaction SMILES: [Cl:1][c:2]1[cH:3][cH:4][c:5]([F:9])[c:6]([NH2:7])[cH:8]1.[ClH:18].[N:10]([O-:11])=[O:12].[Na+:13].[OH2:17].[Sn:14]([Cl:15])[Cl:16]>>[Cl:1][c:2]1[cH:3][cH:4][c:5]([F:9])[c:6]([NH:7][NH2:10])[cH:8]1. The reactants are Nc1cc(Cl)ccc1F, Cl, O=N[O-], [Na+], O, Cl[Sn]Cl. Product: NNc1cc(Cl)ccc1F.